From a dataset of the Open Reaction Database (ORD), a public repository of structured organic reaction records. describe an organic reaction: reactants, conditions, products, and yield The reactants are C(C)(C)OC(C)C (diisopropyl ether), FC(C(=O)O)(F)F (Trifluoroacetic acid), NC1=NC(=NS1)C(C(=O)NC1[C@@H]2N(C(=C(CS2)C=CC=2C=NC=CC2)C(=O)OC(C2=CC=CC=C2)C2=CC=CC=C2)C1=O)=NOCC (benzhydryl 7-[2-(5-amino-1,2,4-thiadiazol-3-yl)-2-ethoxyiminoacetamido]-3-[2-(3-pyridyl)vinyl]-3-cephem-4-carboxylate), C1(=CC=CC=C1)OC (anisole). Run in ClCCl (dichloromethane). Conditions: time 1.5 hour. The product is NC1=NC(=NS1)C(C(=O)NC1[C@@H]2N(C(=C(CS2)C=CC=2C=NC=CC2)C(=O)O)C1=O)=NOCC (7-[2-(5-amino-1,2,4-thiadiazol-3-yl)-2-ethoxyiminoacetamido]-3-[2-(3-pyridyl)vinyl]-3-cephem-4-carboxylic acid). Isolated yield 42.2%. Reaction SMILES: FC(F)(F)C(O)=O.[NH2:8][C:9]1[S:13][N:12]=[C:11]([C:14](=[N:51][O:52][CH2:53][CH3:54])[C:15]([NH:17][CH:18]2[C:49](=[O:50])[N:20]3[C:21]([C:33]([O:35]C(C4C=CC=CC=4)C4C=CC=CC=4)=[O:34])=[C:22]([CH:25]=[CH:26][C:27]4[CH:28]=[N:29][CH:30]=[CH:31][CH:32]=4)[CH2:23][S:24][C@H:19]23)=[O:16])[N:10]=1.C1(OC)C=CC=CC=1.C(OC(C)C)(C)C>ClCCl>[NH2:8][C:9]1[S:13][N:12]=[C:11]([C:14](=[N:51][O:52][CH2:53][CH3:54])[C:15]([NH:17][CH:18]2[C:49](=[O:50])[N:20]3[C:21]([C:33]([OH:35])=[O:34])=[C:22]([CH:25]=[CH:26][C:27]4[CH:28]=[N:29][CH:30]=[CH:31][CH:32]=4)[CH2:23][S:24][C@H:19]23)=[O:16])[N:10]=1. Procedure details: Trifluoroacetic acid (18.3 ml) was added to a suspension of benzhydryl 7-[2-(5-amino-1,2,4-thiadiazol-3-yl)-2-ethoxyiminoacetamido]-3-[2-(3-pyridyl)vinyl]-3-cephem-4-carboxylate (syn isomer) (cis-trans mixture) (16.4 g) and anisole (10.7 ml) in dichloromethane (65 ml) at ambient temperature and stirred for 1.5 hours at the same temperature. To the reaction mixture was added diisopropyl ether (300 ml) under stirring. The resulting precipitate was collected by filtration and washed with diisopropy... Reactants: O1C(=CC=C1)C1=NC(=NC(=C1I)S(=O)C)N (4-furan-2-yl-5-iodo-6-methanesulfinyl-pyrimidin-2-yl-amine), C(C1=CC=CC=C1)O (benzyl alcohol), C1CCC2=NCCCN2CC1 (DBU). Solvent: C1CCOC1 (THF). Product: C(C1=CC=CC=C1)OC1=NC(=NC(=C1I)C=1OC=CC1)N (4-Benzyloxy-6-furan-2-yl-5-iodo-pyrimidin-2-yl-amine). As a reaction SMILES: [O:1]1[CH:5]=[CH:4][CH:3]=[C:2]1[C:6]1[C:11]([I:12])=[C:10](S(C)=O)[N:9]=[C:8]([NH2:16])[N:7]=1.[CH2:17]([OH:24])[C:18]1[CH:23]=[CH:22][CH:21]=[CH:20][CH:19]=1.C1CCN2C(=NCCC2)CC1>C1COCC1>[CH2:17]([O:24][C:10]1[C:11]([I:12])=[C:6]([C:2]2[O:1][CH:5]=[CH:4][CH:3]=2)[N:7]=[C:8]([NH2:16])[N:9]=1)[C:18]1[CH:23]=[CH:22][CH:21]=[CH:20][CH:19]=1. Procedure: From 4-furan-2-yl-5-iodo-6-methanesulfinyl-pyrimidin-2-yl-amine, benzyl alcohol and DBU in THF. ES-MS m/e (%): 394 (M+H+, 100). Yields the product Cc1nc(N)nc2c1cc(-c1ccn[nH]1)c(=O)n2C(C)C. As a reaction SMILES: [K+:26].[K+:27].[NH2:1][c:2]1[n:3][c:4]([CH3:17])[c:5]2[c:6]([n:7]1)[n:8]([CH:14]([CH3:15])[CH3:16])[c:9](=[O:13])[c:10]([Br:12])[cH:11]2.[O-:28][C:29]([O-:30])=[O:31].[O:32]1[CH2:33][CH2:34][O:35][CH2:36][CH2:37]1.[OH2:38].[Pd:39].[c:40]1([P:41]([c:42]2[cH:43][cH:44][cH:45][cH:46][cH:47]2)[c:48]2[cH:49][cH:50][cH:51][cH:52][cH:53]2)[cH:54][cH:55][cH:56][cH:57][cH:58]1.[c:59]1([P:60]([c:61]2[cH:62][cH:63][cH:64][cH:65][cH:66]2)[c:67]2[cH:68][cH:69][cH:70][cH:71][cH:72]2)[cH:73][cH:74][cH:75][cH:76][cH:77]1.[c:78]1([P:79]([c:80]2[cH:81][cH:82][cH:83][cH:84][cH:85]2)[c:86]2[cH:87][cH:88][cH:89][cH:90][cH:91]2)[cH:92][cH:93][cH:94][cH:95][cH:96]1.[c:97]1([P:98]([c:99]2[cH:100][cH:101][cH:102][cH:103][cH:104]2)[c:105]2[cH:106][cH:107][cH:108][cH:109][cH:110]2)[cH:111][cH:112][cH:113][cH:114][cH:115]1.[nH:18]1[n:19][c:20]([B:23]([OH:24])[OH:25])[cH:21][cH:22]1>>[NH2:1][c:2]1[n:3][c:4]([CH3:17])[c:5]2[c:6]([n:7]1)[n:8]([CH:14]([CH3:15])[CH3:16])[c:9](=[O:13])[c:10](-[c:20]1[nH:19][n:18][cH:22][cH:21]1)[cH:11]2. Starting materials: [K+], [K+], Cc1nc(N)nc2c1cc(Br)c(=O)n2C(C)C, O=C([O-])[O-], C1COCCO1, O, [Pd], c1ccc(P(c2ccccc2)c2ccccc2)cc1, c1ccc(P(c2ccccc2)c2ccccc2)cc1, c1ccc(P(c2ccccc2)c2ccccc2)cc1, c1ccc(P(c2ccccc2)c2ccccc2)cc1, OB(O)c1cc[nH]n1. Starting materials: 10B, FC(OC1=CC=C(C=C1)CN)(F)F ((4-(trifluoromethoxy)phenyl)methanamine), FC=1C(=C(C=O)C(=CC1)OC)OC (3-fluoro-2,6-dimethoxybenzaldehyde), 10F, 10I. Product: FC1C(N(C(C1)C1=C(C(=CC=C1OC)F)OC)CC1=CC=C(C=C1)OC(F)(F)F)=O (rac-(3S*,5S*)-3-fluoro-5-(3-fluoro-2,6-dimethoxyphenyl)-1-(4-(trifluoromethoxy)benzyl)pyrrolidin-2-one). As a reaction SMILES: [F:1][C:2]([F:13])([F:12])[O:3][C:4]1[CH:9]=[CH:8][C:7]([CH2:10][NH2:11])=[CH:6][CH:5]=1.[F:14][C:15]1[C:16]([O:25][CH3:26])=[C:17]([C:20]([O:23][CH3:24])=[CH:21][CH:22]=1)[CH:18]=O>>[F:14][CH:15]1[CH2:22][CH:18]([C:17]2[C:20]([O:23][CH3:24])=[CH:21][CH:22]=[C:15]([F:14])[C:16]=2[O:25][CH3:26])[N:11]([CH2:10][C:7]2[CH:6]=[CH:5][C:4]([O:3][C:2]([F:12])([F:13])[F:1])=[CH:9][CH:8]=2)[C:16]1=[O:25]. Procedure details: Prepared according to the described general procedures 10A2 (GP10A2), 10B (GP10B), 10F (GP10F), and 10I (GP10I) using commercially available (4-(trifluoromethoxy)phenyl)methanamine and synthesized 3-fluoro-2,6-dimethoxybenzaldehyde. Subsequent purification by preparative HPLC afforded the target compound. LC-MS (conditions A): tR=0.90 min.; [M+H]+: 431.90 g/mol. Starting materials: ClC=1C=C(C=O)C=CC1Cl (3,4-dichlorobenzaldehyde), C(#N)[Si](C)(C)C (cyanotrimethylsilane), CNCCO (2-(methylamino)ethanol). The reagents and catalysts are [I-].[Zn+2].[I-] (zinc iodide). Run in CO (MeOH). Conditions: time 15 minute. Product: ClC=1C=C(C=CC1Cl)C(C#N)N(C)CCO (2-(3,4-Dichlorophenyl)-2-[N-(2-hydroxyethyl)-N-methylamino]acetonitrile). As a reaction SMILES: [Cl:1][C:2]1[CH:3]=[C:4]([CH:7]=[CH:8][C:9]=1[Cl:10])[CH:5]=O.[C:11]([Si](C)(C)C)#[N:12].[CH3:17][NH:18][CH2:19][CH2:20][OH:21]>CO.[I-].[Zn+2].[I-]>[Cl:1][C:2]1[CH:3]=[C:4]([CH:5]([N:18]([CH2:19][CH2:20][OH:21])[CH3:17])[C:11]#[N:12])[CH:7]=[CH:8][C:9]=1[Cl:10] |f:4.5.6|. Procedure: A mixture of 10 g of 3,4-dichlorobenzaldehyde and 9.5 ml of cyanotrimethylsilane is cooled in an ice bath, 0.01 g of zinc iodide is added and the mixture is stirred for 15 minutes at RT. A solution of 4.5 g of 2-(methylamino)ethanol in 50 ml of MeOH is then added and the reaction mixture is heated at 60° C. for 2 hours. After one night at RT, it is concentrated under vacuum, the residue is extracted with ether and the organic phase is washed with water, dried over MgSO4 and filtered. The filtrat... Starting materials: C1(CCC1)N1CCN(CCC1)C(=O)C1CN(C1)C(=O)C1=NC2=C(N1)C=CC=C2 (2-({3-[(4-cyclobutyl-1,4-diazepan-1-yl)carbonyl]azetidin-1-yl}carbonyl)-1H-benzimidazole), [OH-].[Na+] (NaOH), aqueous solution, COS(=O)(=O)OC (dimethylsulfate), C(Cl)Cl (DCM). Solvent: C1CCOC1 (THF), CO (MeOH). Conditions: time 5 minute. The product is N (NH3), C1(CCC1)N1CCN(CCC1)C(=O)C1CN(C1)C(=O)C1=NC2=C(N1C)C=CC=C2 (2-({3-[(4-cyclobutyl-1,4-diazepan-1-yl)carbonyl]azetidin-1-yl}carbonyl)-1-methyl-1H-benzimidazole). The yield is 50.6%. RXN SMILES: [CH:1]1([N:5]2[CH2:11][CH2:10][CH2:9][N:8]([C:12]([CH:14]3[CH2:17][N:16]([C:18]([C:20]4[NH:24][C:23]5[CH:25]=[CH:26][CH:27]=[CH:28][C:22]=5[N:21]=4)=[O:19])[CH2:15]3)=[O:13])[CH2:7][CH2:6]2)[CH2:4][CH2:3][CH2:2]1.[OH-].[Na+].[CH3:31]OS(OC)(=O)=O.C(Cl)Cl>C1COCC1.CO>[NH3:5].[CH:1]1([N:5]2[CH2:11][CH2:10][CH2:9][N:8]([C:12]([CH:14]3[CH2:15][N:16]([C:18]([C:20]4[N:21]([CH3:31])[C:22]5[CH:28]=[CH:27][CH:26]=[CH:25][C:23]=5[N:24]=4)=[O:19])[CH2:17]3)=[O:13])[CH2:7][CH2:6]2)[CH2:4][CH2:3][CH2:2]1 |f:1.2|. Reported procedure: To a stirred solution of 2-({3-[(4-cyclobutyl-1,4-diazepan-1-yl)carbonyl]azetidin-1-yl}carbonyl)-1H-benzimidazole (170 mg, 0.45 mmol) in THF (10 ml) was added NaOH (1.12 ml of a 2.5 M aqueous solution, 2.8 mmol). After 5 minutes, dimethylsulfate (0.2 ml, 2.1 mmol) was added and the reaction was stirred at room temperature for 16 hours. The reaction was then concentrated at reduced pressure and purified directly via FCC (using a gradient of eluents; 98:2 to 95:5 DCM:2M NH3 in MeOH) to give the ti... Starting materials: CSc1c[nH]c2c(OCc3ccccc3)cccc12, CCOC(C)=O, CCO. Product: c1ccc(COc2cccc3cc[nH]c23)cc1. As a reaction SMILES: [CH2:1]([c:2]1[cH:3][cH:4][cH:5][cH:6][cH:7]1)[O:8][c:9]1[cH:10][cH:11][cH:12][c:13]2[c:14]([S:18][CH3:19])[cH:15][nH:16][c:17]12.[CH3:20][CH2:21][O:22][C:23](=[O:24])[CH3:25].[CH3:26][CH2:27][OH:28]>>[CH2:1]([c:2]1[cH:3][cH:4][cH:5][cH:6][cH:7]1)[O:8][c:9]1[cH:10][cH:11][cH:12][c:13]2[cH:14][cH:15][nH:16][c:17]12. The reactants are [OH-].[Na+] (sodium hydroxide), C(C)(C)C1(N=C(NC1=O)C1=C(C=C2C(=N1)SC=C2[N+](=O)[O-])C(=O)OC)C (methyl 6-(4-isopropyl-4-methyl-5-oxo-2-imidazolin-2-yl)-3-nitrothieno[2,3-b]pyridine-5-carboxylate), O (Water). Run in CO (methanol). Yields the product C(C)(C)C1(N=C(NC1=O)C1=C(C=C2C(=N1)SC=C2[N+](=O)[O-])C(=O)O)C (6-(4-isopropyl-4-methyl-5-oxo-2-imidazolin-2-yl)-3-nitrothieno[2,3-b]pyridine-5-carboxylic acid). As a reaction SMILES: [CH:1]([C:4]1([CH3:26])[C:8](=[O:9])[NH:7][C:6]([C:10]2[N:15]=[C:14]3[S:16][CH:17]=[C:18]([N+:19]([O-:21])=[O:20])[C:13]3=[CH:12][C:11]=2[C:22]([O:24]C)=[O:23])=[N:5]1)([CH3:3])[CH3:2].[OH-].[Na+].O>CO>[CH:1]([C:4]1([CH3:26])[C:8](=[O:9])[NH:7][C:6]([C:10]2[N:15]=[C:14]3[S:16][CH:17]=[C:18]([N+:19]([O-:21])=[O:20])[C:13]3=[CH:12][C:11]=2[C:22]([OH:24])=[O:23])=[N:5]1)([CH3:3])[CH3:2] |f:1.2|. Procedure: The ester (1.0 g, 0.00266 mol) from Example 21 is stirred in 100 mL methanol and 10 mL 10% sodium hydroxide solution for 24 hours. Water (25 mL) is added and the methanol removed in vacuo. Acidification of the aqueous layer gives a brown precipitate which upon filtration and crystallization from methanol-water has mp 260° C. Starting materials: N([C@@H](CC(OC(C)(C)C)=O)C(=O)O)C(=O)OCC1C2=CC=CC=C2C2=CC=CC=C12 (Fmoc-Asp(t-Bu)-OH), C1(CCCCC1)N=C=NC1CCCCC1 (dicyclohexylcarbodiimide), NCCC1=CC=NC=C1 (4-(2-aminoethyl)-pyridine). Solvent: CN(C=O)C.C(Cl)Cl (dimethylformamide methylene chloride). Reaction conditions: time 15 minute. The product is N[C@@H](CC(OC(C)(C)C)=O)C(=O)O.N1=CC=C(C=C1)CC[NH-] (Asp(t-Bu) 2-(4-pyridyl)ethyl amide). Reaction SMILES: [NH:1](C(OCC1C2C(=CC=CC=2)C2C1=CC=CC=2)=O)[C@H:2]([C:11]([OH:13])=[O:12])[CH2:3][C:4](=[O:10])[O:5][C:6]([CH3:9])([CH3:8])[CH3:7].C1(N=C=NC2CCCCC2)CCCCC1.[NH2:46][CH2:47][CH2:48][C:49]1[CH:54]=[CH:53][N:52]=[CH:51][CH:50]=1>CN(C)C=O.C(Cl)Cl>[NH2:1][C@H:2]([C:11]([OH:13])=[O:12])[CH2:3][C:4](=[O:10])[O:5][C:6]([CH3:9])([CH3:7])[CH3:8].[N:52]1[CH:53]=[CH:54][C:49]([CH2:48][CH2:47][NH-:46])=[CH:50][CH:51]=1 |f:3.4,5.6|. Reported procedure: Fmoc-Asp(t-Bu)-OH (Bachem Bioscience) (9.04 g, 22 mmoles) and dicyclohexylcarbodiimide (4.12 g, 20 mmoles) were dissolved in dimethylformamide/methylene chloride (1:5; 50 ml) and cooled in an ice bath. The mixture was stirred for 15 minutes and 4-(2-aminoethyl)-pyridine (2.44 g, 20 mmoles) was added. The combined reaction mixture was stirred overnight and the precipitate was filtered. The filtrate was evaporated to dryness. The residue was redissolved in ethyl acetate (300 ml) and washed with sa... The reactants are CCOC(=O)C=C(OC)C(C)Br, CC(C)=O, [K+], [K+], O=[N+]([O-])c1cc(C(F)(F)F)ccc1Oc1ccc(O)cc1, O=C([O-])[O-]. Product: CCOC(=O)C=C(OC)C(C)Oc1ccc(Oc2ccc(C(F)(F)F)cc2[N+](=O)[O-])cc1. RXN SMILES: [Br:22][CH:23]([C:24](=[CH:25][C:26](=[O:27])[O:28][CH2:29][CH3:30])[O:31][CH3:32])[CH3:33].[CH3:40][C:41](=[O:42])[CH3:43].[K+:34].[K+:35].[N+:1](=[O:2])([O-:3])[c:4]1[c:5]([O:6][c:7]2[cH:8][cH:9][c:10]([OH:13])[cH:11][cH:12]2)[cH:14][cH:15][c:16]([C:18]([F:19])([F:20])[F:21])[cH:17]1.[O-:36][C:37]([O-:38])=[O:39]>>[N+:1](=[O:2])([O-:3])[c:4]1[c:5]([O:6][c:7]2[cH:8][cH:9][c:10]([O:13][CH:23]([C:24](=[CH:25][C:26](=[O:27])[O:28][CH2:29][CH3:30])[O:31][CH3:32])[CH3:33])[cH:11][cH:12]2)[cH:14][cH:15][c:16]([C:18]([F:19])([F:20])[F:21])[cH:17]1.